Dataset: the Open Reaction Database (ORD), a public repository of structured organic reaction records. Task: describe an organic reaction: reactants, conditions, products, and yield Reported procedure: A solution of trichloroethyl N-benzylidene-α-amino-diethylphosphonoacetate (5.69 g., 13.2 mmole) in ethyl ether (25 ml.) is added to a rapidly stirring solution of p-toluenesulfonic acid monohydrate (2.76 g., 14.5 mmole) in ethyl ether (75 ml.). A white precipitate appears immediately. The mixture is stirred for 10 minutes at room temperature, then cooled in ice. The product is collected by suction filtration, washed with cold ethyl ether, and dried in vacuo to give trichloroethyl α-aminodiethyl... Reaction SMILES: C(=[N:8][CH:9]([P:18]([O:23][CH2:24][CH3:25])([O:20][CH2:21][CH3:22])=[O:19])[C:10]([O:12][CH2:13][C:14]([Cl:17])([Cl:16])[Cl:15])=[O:11])C1C=CC=CC=1.O.[C:27]1([CH3:37])[CH:32]=[CH:31][C:30]([S:33]([OH:36])(=[O:35])=[O:34])=[CH:29][CH:28]=1>C(OCC)C>[NH2:8][CH:9]([P:18]([O:20][CH2:21][CH3:22])([O:23][CH2:24][CH3:25])=[O:19])[C:10]([O:12][CH2:13][C:14]([Cl:16])([Cl:17])[Cl:15])=[O:11].[CH3:37][C:27]1[CH:32]=[CH:31][C:30]([S:33]([OH:36])(=[O:35])=[O:34])=[CH:29][CH:28]=1 |f:1.2|. The solvent is C(C)OCC (ethyl ether), C(C)OCC (ethyl ether). Product: NC(C(=O)OCC(Cl)(Cl)Cl)P(=O)(OCC)OCC (trichloroethyl α-aminodiethylphosphonoacetate), CC=1C=CC(=CC1)S(=O)(=O)O (p-toluenesulfonate). The yield is 265.3%. The reactants are C(C1=CC=CC=C1)=NC(C(=O)OCC(Cl)(Cl)Cl)P(=O)(OCC)OCC (trichloroethyl N-benzylidene-α-amino-diethylphosphonoacetate), O.C1(=CC=C(C=C1)S(=O)(=O)O)C (p-toluenesulfonic acid monohydrate). Reaction conditions: time 10 minute.